From a dataset of the Open Reaction Database (ORD), a public repository of structured organic reaction records. describe an organic reaction: reactants, conditions, products, and yield Starting materials: [Br-], Cc1ccc([Mg+])cc1, [Cl-], [Cl-], [Cl-], Cc1nc(Cl)c(Cl)n1CCCCN1CCC(=O)CC1, [Mg+2], [NH4+], C1CCOC1. Yields the product Cc1ccc(C2(O)CCN(CCCCn3c(C)nc(Cl)c3Cl)CC2)cc1. As a reaction SMILES: [Br-:23].[CH3:24][c:25]1[cH:26][cH:27][c:28]([Mg+:31])[cH:29][cH:30]1.[Cl-:20].[Cl-:22].[Cl-:32].[Cl:1][c:2]1[n:3][c:4]([CH3:19])[n:5]([CH2:8][CH2:9][CH2:10][CH2:11][N:12]2[CH2:13][CH2:14][C:15](=[O:18])[CH2:16][CH2:17]2)[c:6]1[Cl:7].[Mg+2:21].[NH4+:33].[O:34]1[CH2:35][CH2:36][CH2:37][CH2:38]1>>[Cl:1][c:2]1[n:3][c:4]([CH3:19])[n:5]([CH2:8][CH2:9][CH2:10][CH2:11][N:12]2[CH2:13][CH2:14][C:15]([OH:18])([c:28]3[cH:27][cH:26][c:25]([CH3:24])[cH:30][cH:29]3)[CH2:16][CH2:17]2)[c:6]1[Cl:7]. Starting materials: [Br-], C=Cc1cccc([Mg+])c1, ClCc1ccccc1. Product: C=Cc1cccc(Cc2ccccc2)c1. Reaction SMILES: [Br-:9].[CH:10](=[CH2:11])[c:12]1[cH:13][c:14]([Mg+:18])[cH:15][cH:16][cH:17]1.[Cl:1][CH2:2][c:3]1[cH:4][cH:5][cH:6][cH:7][cH:8]1>>[CH2:2]([c:3]1[cH:4][cH:5][cH:6][cH:7][cH:8]1)[c:14]1[cH:13][c:12]([CH:10]=[CH2:11])[cH:17][cH:16][cH:15]1. The reactants are C(CCC)[Sn](CCCC)=O (dibutyltin oxide), N(=[N+]=[N-])[Si](C)(C)C (azidotrimethylsilane), FC(OC1=CC=C(C=C1)N1CCNCC1)(F)F (4-(4-trifluoromethoxy-phenyl)-piperazine), C[C@@H]1N([C@@H](CN(C1)C1=CC=C(C=C1)OC(F)(F)F)C)S(=O)(=O)C1=C2CC(CC2=CC=C1)C#N (4-[cis-2,6-dimethyl-4-(4-trifluoromethoxy-phenyl)-piperazine-1-sulfonyl]-indan-2-carbonitrile), C(CCC)[Sn](CCCC)=O (dibutyltin oxide), N(=[N+]=[N-])[Si](C)(C)C (azidotrimethylsilane). Run in C1(=CC=CC=C1)C (toluene). Conditions: temperature 105 celsius, time 4 hour. Yields the product C[C@@H]1N([C@@H](CN(C1)C1=CC=C(C=C1)OC(F)(F)F)C)S(=O)(=O)C=1C=2CC(CC2C=CC1)C1=NN=NN1 (cis-2,6-dimethyl-1-[2-(1H-tetrazol-5-yl)-indane-4-sulfonyl]-4-(4-trifluoromethoxy-phenyl)-piperazine). Isolated yield 71.1%. Reaction SMILES: FC(F)(F)OC1C=CC(N2CCNCC2)=CC=1.[CH3:18][C@H:19]1[CH2:24][N:23]([C:25]2[CH:30]=[CH:29][C:28]([O:31][C:32]([F:35])([F:34])[F:33])=[CH:27][CH:26]=2)[CH2:22][C@@H:21]([CH3:36])[N:20]1[S:37]([C:40]1[CH:48]=[CH:47][CH:46]=[C:45]2[C:41]=1[CH2:42][CH:43]([C:49]#[N:50])[CH2:44]2)(=[O:39])=[O:38].C([Sn](=O)CCCC)CCC.[N:61]([Si](C)(C)C)=[N+:62]=[N-:63]>C1(C)C=CC=CC=1>[CH3:18][C@H:19]1[CH2:24][N:23]([C:25]2[CH:30]=[CH:29][C:28]([O:31][C:32]([F:33])([F:35])[F:34])=[CH:27][CH:26]=2)[CH2:22][C@@H:21]([CH3:36])[N:20]1[S:37]([C:40]1[C:41]2[CH2:42][CH:43]([C:49]3[NH:63][N:62]=[N:61][N:50]=3)[CH2:44][C:45]=2[CH:46]=[CH:47][CH:48]=1)(=[O:39])=[O:38]. Procedure: cis-2,6-Dimethyl-1-|2-(1H-tetrazol-5-yl)-indane-4-sulfonyl|-4-(4-trifluoromethoxy-phenyl)-piperazine: To a solution of 4-[cis-2,6-dimethyl-4-(4-trifluoromethoxy-phenyl)-piperazine-1-sulfonyl]-indan-2-carbonitrile (23 mg, 0.0440 mmol) in toluene (1 ml) was added dibutyltin oxide (13 mg, 0.0281 mmol) and azidotrimethylsilane (5 μL, 0.0377 mmol). The reaction mixture was stirred at 105° C. for 20 h upon which an additional amount of dibutyltin oxide (13 mg, 0.0281 mmol) and azidotrimethylsilane (25...